Dataset: the Open Reaction Database (ORD), a public repository of structured organic reaction records. Task: describe an organic reaction: reactants, conditions, products, and yield The reactants are compounds 107g, COC=1C=C(C=O)C=C(C1OC)OC (3,4,5-trimethoxybenzaldehyde), CC1=CC=C(N=CC2=CC(=C(C(=C2)OC)OC)OC)C=C1 (4-Methyl-N-(3,4,5-trimethoxybenzylidene)aniline). Yields the product C(CC)C1=CC=C(N=CC2=CC(=C(C(=C2)OC)OC)OC)C=C1 (4-n-Propyl-N-(3,4,5-trimethoxybenzylidene)aniline). The yield is 87.6%. RXN SMILES: CO[C:3]1C=C(C=C(OC)[C:10]=1OC)C=O.[CH3:15][C:16]1[CH:35]=[CH:34][C:19]([N:20]=[CH:21][C:22]2[CH:27]=[C:26]([O:28][CH3:29])[C:25]([O:30][CH3:31])=[C:24]([O:32][CH3:33])[CH:23]=2)=[CH:18][CH:17]=1>>[CH2:15]([C:16]1[CH:17]=[CH:18][C:19]([N:20]=[CH:21][C:22]2[CH:27]=[C:26]([O:28][CH3:29])[C:25]([O:30][CH3:31])=[C:24]([O:32][CH3:33])[CH:23]=2)=[CH:34][CH:35]=1)[CH2:3][CH3:10]. Procedure: From compounds 107g (4.2 g, 99%, 31.0 mmol) and 106 (6.0 g, 98%, 31.0 mmol), a similar procedure as described for 108a gave 108g (8.5 g, 87.6%) as a thick oil. 1H NMR (200 MHz, CDCl3) δ8.36 (s, 1H), 7.20 (d, J=8 Hz, 2H), 7.16 (s, 2H), 7.14 (d, J=8 Hz, 2H), 3.93 (s, 6H), 3.91 (s, 3H), 2.60 (t, J=8 Hz, 2H), 1.64 (sextet, J=8 Hz, 2H), 0.95 (t, J=8 Hz, 3H). EIMS (M+ 100).